From a dataset of the Open Reaction Database (ORD), a public repository of structured organic reaction records. describe an organic reaction: reactants, conditions, products, and yield The reactants are ClC1=CC(=C(C(=O)O)C=C1)N (4-chloro-2-amino-benzoic acid), C(=O)N (formamide). Procedure details: 4-chloro-2-amino-benzoic acid (10.0 g) was dissolved into 50 mL of formamide, the mixture was reacted under reflux for 5 h. A lot of solid was deposited, which was filtered and dried to obtain 1.5 g of 7-chloro-quinazolone. Product: ClC1=CC=C2C=NC(NC2=C1)=O (7-chloro-quinazolone). Reaction SMILES: [Cl:1][C:2]1[CH:10]=[CH:9][C:5]([C:6](O)=O)=[C:4]([NH2:11])[CH:3]=1.[CH:12]([NH2:14])=[O:13]>>[Cl:1][C:2]1[CH:3]=[C:4]2[C:5]([CH:6]=[N:14][C:12](=[O:13])[NH:11]2)=[CH:9][CH:10]=1. Reported procedure: Free base 8l was added to methanesulfonic acid at 0° C. and the resulting mixture was allowed to warm to room temperature and stir for 2 h. The reaction mixture was then poured into cold MeOH (between −10° C. and 0° C.) and the precipitated solid was filtered, washed with MeOH (100 mL) and dried in vacuo. The dried solid was then dissolved in water (˜200 mL) and lyophilized to provide the methanesulfonate monohydrate salt 8l. (1.020 g, 84%). 1H NMR (DMSO-D6): δ 1.75-1.85 (m, 2H), 2.35 (s, 3H), 2... Product: Cl (HCl), OS(=O)(=O)O (H2SO4), C(CCC(=O)O)(=O)O (succinic acid), 8l. Starting materials: Cl (HCl), OS(=O)(=O)O (H2SO4), CC(=O)O (CH3COOH), CC(=O)O (CH3COOH). RXN SMILES: [ClH:1].[OH:2][S:3]([OH:6])(=[O:5])=[O:4].[CH3:7][C:8]([OH:10])=[O:9]>>[ClH:1].[OH:5][S:3]([OH:6])(=[O:4])=[O:2].[C:8]([OH:10])(=[O:9])[CH2:7][CH2:7][C:8]([OH:10])=[O:9]. The reactants are [Br-], O=C([O-])O, CC(=O)O, [K+], [Na+], C1CCOC1, OCCCCCC1CO1. Product: OCCCCCC(O)CBr. Reaction SMILES: [Br-:11].[C:12](=[O:13])([OH:14])[O-:15].[C:22]([OH:23])(=[O:24])[CH3:25].[K+:10].[Na+:16].[O:17]1[CH2:18][CH2:19][CH2:20][CH2:21]1.[O:1]1[CH:2]([CH2:3][CH2:4][CH2:5][CH2:6][CH2:7][OH:8])[CH2:9]1>>[OH:1][CH:2]([CH2:3][CH2:4][CH2:5][CH2:6][CH2:7][OH:8])[CH2:9][Br:11]. The product is C1CSSC1CCCCC(=O)O (DL-thioctic acid). Solvent: ClCCl (dichloromethane). Reaction conditions: time 1 hour. The reactants are lipoic acid chloride, C1CSS[C@@H]1CCCCC(=O)O (lipoic acid), O=S(Cl)Cl (SOCl2). Reaction SMILES: [CH2:1]1[C@@H:5]([CH2:6][CH2:7][CH2:8][CH2:9][C:10]([OH:12])=[O:11])[S:4][S:3][CH2:2]1.O=S(Cl)Cl>ClCCl>[CH2:1]1[CH:5]([CH2:6][CH2:7][CH2:8][CH2:9][C:10]([OH:12])=[O:11])[S:4][S:3][CH2:2]1. Procedure: The synthesis of lipoic acid chloride (DL-thioctic acid) was carried out under argon at ambient temperature following a standard protocol: lipoic acid (5 g, 24 mmol) is solubilised in dichloromethane (40 ml) and SOCl2 (1.3 eq) is added dropwise. After 1 hour of stirring at ambient temperature, the lipoic acid chloride formed is poured onto a solution of resveratrol diacetate (1.2) (6 g, 19 mmol) in THF (100 ml), containing triethylamine (3 eq) and DMAP (0.45 eq). After 1 hour the reaction mixtur...